Dataset: the Open Reaction Database (ORD), a public repository of structured organic reaction records. Task: describe an organic reaction: reactants, conditions, products, and yield The reactants are C([O-])([O-])=O.[K+].[K+] (potassium carbonate), FC1=C(C=O)C=CC=C1 (2-fluoro-benzaldehyde), C([O-])([O-])=O.[K+].[K+] (potassium carbonate), [S-2].C[Na] (methyl sodium sulfide). Solvent: CN(C)C=O (DMF). Reaction conditions: temperature 55 celsius. Product: CSC1=C(C=CC=C1)C=O (2-(methylsulfanyl)benzenecarbaldehyde). Yield: 84.9%. Reaction SMILES: F[C:2]1[CH:9]=[CH:8][CH:7]=[CH:6][C:3]=1[CH:4]=[O:5].C(=O)([O-])[O-].[K+].[K+].[S-2:16].[CH3:17][Na]>CN(C=O)C>[CH3:17][S:16][C:2]1[CH:9]=[CH:8][CH:7]=[CH:6][C:3]=1[CH:4]=[O:5] |f:1.2.3,4.5|. Reported procedure: 2-fluoro-benzaldehyde (2.00 g, 16.1 mmol), potassium carbonate (2.45 g, 17.7 mmol) and methyl sodium sulfide (17.1 mmol) were dissolved in 10.0 mL DMF in a 50 mL round-bottomed flask under dry nitrogen, topped with a reflux condenser. The reaction mixture was heated to 55° C. for 24 hr. After cooling, the mixture was added to 50 mL of saturated potassium carbonate solution and extracted with 3×50 mL portions of ether. The extracts were dried with magnesium sulfate and evaporated. The crude produ...